From a dataset of the Open Reaction Database (ORD), a public repository of structured organic reaction records. describe an organic reaction: reactants, conditions, products, and yield The reactants are [OH-].[Na+] (sodium hydroxide), CON=CC(=CC=O)C (2-methyl-but-2-enedial-1-O-methyl-oxime), CC(=O)C (acetone), [Cl-].[NH4+] (ammonium chloride). Yields the product CC(C=NO)=CC=CC(C)=O (2-methyl-6-oxo-hepta-2,4-dienal Oxime). As a reaction SMILES: [OH-].[Na+].C[O:4][N:5]=[CH:6][C:7]([CH3:11])=[CH:8][CH:9]=O.[Cl-].[NH4+].[CH3:14][C:15]([CH3:17])=[O:16]>>[CH3:11][C:7](=[CH:8][CH:9]=[CH:14][C:15](=[O:16])[CH3:17])[CH:6]=[N:5][OH:4] |f:0.1,3.4|. Procedure details: An aqueous solution of sodium hydroxide (10%, 21.1 mL) was added slowly to a solution of 2-methyl-but-2-enedial-1-O-methyl-oxime (5 g) in acetone (100 mL) at 0° C. After 2 hrs the mixture was neutralized with a saturated solution of ammonium chloride, extracted with ethyl acetate (3×80 mL), washed with water (100 mL), dried with anhydrous magnesium sulfate and the solvent was evaporated yielding a yellow-orange solid (of formula V, R3 is methyl; 5.1 g). The reactants are C1(CC1)CN (cyclopropylmethylamine), CCN(C(C)C)C(C)C (DIEA), S1C(=S)NC(=O)C1 (rhodanine), mercuric chloride. Product: C1(CC1)CNC=1SCC(N1)=O (2-cyclopropylmethylamino-thiazol-4-one). As a reaction SMILES: [CH:1]1([CH2:4][NH2:5])[CH2:3][CH2:2]1.[S:6]1[CH2:12][C:10](=[O:11])[NH:9][C:7]1=S.CCN(C(C)C)C(C)C>>[CH:1]1([CH2:4][NH:5][C:7]2[S:6][CH2:12][C:10](=[O:11])[N:9]=2)[CH2:3][CH2:2]1. Reported procedure: Similar procedure as described in example 67(a) was used, starting from cyclopropylmethylamine, rhodanine (2-thioxo-4-thiazolidinone), mercuric chloride and DIEA to give 2-cyclopropylmethylamino-thiazol-4-one. LC-MS m/e 171 (MH+). The reactants are COC(=O)CBr, CCOC(C)=O, [K+], [K+], O=C([O-])[O-], CN(C)C=O, Cc1nc(N(C)c2ccc(O)cc2)c2ccccc2n1. The product is COC(=O)COc1ccc(N(C)c2nc(C)nc3ccccc23)cc1. As a reaction SMILES: [Br:27][CH2:28][C:29](=[O:30])[O:31][CH3:32].[CH3:38][CH2:39][O:40][C:41]([CH3:42])=[O:43].[K+:21].[K+:22].[O-:23][C:24]([O-:25])=[O:26].[O:33]=[CH:34][N:35]([CH3:36])[CH3:37].[OH:1][c:2]1[cH:3][cH:4][c:5]([N:8]([CH3:9])[c:10]2[n:11][c:12]([CH3:20])[n:13][c:14]3[cH:15][cH:16][cH:17][cH:18][c:19]23)[cH:6][cH:7]1>>[O:1]([c:2]1[cH:3][cH:4][c:5]([N:8]([CH3:9])[c:10]2[n:11][c:12]([CH3:20])[n:13][c:14]3[cH:15][cH:16][cH:17][cH:18][c:19]23)[cH:6][cH:7]1)[CH2:28][C:29](=[O:30])[O:31][CH3:32]. The reactants are Cl.Br[C@@H]1CC[C@H](CC1)N (trans-1-bromo-4-aminocyclohexane hydrochloride), NC1=C(C=O)C=C(C=C1Br)Br (2-amino-3,5-dibromobenzaldehyde), [H][H] (hydrogen). The reagents and catalysts are [Ni] (Nickel). Solvent: alcohol. Run at temperature 35 celsius, time 15 minute. Product: Cl.NC1=C(CN[C@@H]2CC[C@H](CC2)Br)C=C(C=C1Br)Br (N-(2-amino-3,5-dibromobenzyl)-trans-4-amino-1-bromo-cyclohexane hydrochloride). The yield is 75.3%. Reaction SMILES: [ClH:1].[Br:2][C@H:3]1[CH2:8][CH2:7][C@H:6]([NH2:9])[CH2:5][CH2:4]1.[NH2:10][C:11]1[C:18]([Br:19])=[CH:17][C:16]([Br:20])=[CH:15][C:12]=1[CH:13]=O.[H][H]>[Ni]>[ClH:1].[NH2:10][C:11]1[C:18]([Br:19])=[CH:17][C:16]([Br:20])=[CH:15][C:12]=1[CH2:13][NH:9][C@H:6]1[CH2:7][CH2:8][C@H:3]([Br:2])[CH2:4][CH2:5]1 |f:0.1,5.6|. Procedure: 179 g of trans-1-bromo-4-aminocyclohexane hydrochloride and 279 g of 2-amino-3,5-dibromobenzaldehyde are put into a suitable flask. The temperature rises to 60° C. and the mixture is then cooled to 35° C., after which 250 ml of ethylic alcohol are added. The solution is transferred to a suitable, steel reactor for high-pressure hydrogenizing. 10 g of Nickel-Raney are added, the reactor vessel is closed and hydrogen gas is introduced at 1000 psi. The vessel is agitated at ambient temperature for ... The reactants are COC1=NC(=NC(=C1)OC)CC1=C(C=CC=C1)[N+](=O)[O-] (4,6-Dimethoxy-2-(2-nitrobenzyl)pyrimidine), stannous chloride dihydrate, ice water. Solvent: C(C)O (ethanol). Product: COC1=NC(=NC(=C1)OC)CC1=C(N)C=CC=C1 (2-(4,6-Dimethoxypyrimidin-2-ylmethyl)aniline). Yield: 83.7%. Reaction SMILES: [CH3:1][O:2][C:3]1[CH:8]=[C:7]([O:9][CH3:10])[N:6]=[C:5]([CH2:11][C:12]2[CH:17]=[CH:16][CH:15]=[CH:14][C:13]=2[N+:18]([O-])=O)[N:4]=1>C(O)C>[CH3:1][O:2][C:3]1[CH:8]=[C:7]([O:9][CH3:10])[N:6]=[C:5]([CH2:11][C:12]2[CH:17]=[CH:16][CH:15]=[CH:14][C:13]=2[NH2:18])[N:4]=1. Reported procedure: The product of stage (i) (32.6 g) was added to a stirred suspension of stannous chloride dihydrate (133 g) in ethanol (300 ml). After refluxing for 2 hours, the solution was poured into ice-water (2500 ml) and extracted with ethyl acetate (3×500 ml). The combined extracts were washed with saturated sodium chloride solution, dried and evaporated to give 24.3 g of the desired product as a brown solid, mp 82°-84° C. Starting materials: CC(Cc1c2n(c3ccc(OC4CC4)cc13)CCC2)NC(=O)OC(C)(C)C, CCOC(C)=O, Cl. The product is Cl, CC(N)Cc1c2n(c3ccc(OC4CC4)cc13)CCC2. As a reaction SMILES: [C:1]([O:2][C:3](=[O:4])[NH:7][CH:8]([CH2:9][c:10]1[c:11]2[n:12]([c:13]3[cH:14][cH:15][c:16]([O:19][CH:20]4[CH2:21][CH2:22]4)[cH:17][c:18]13)[CH2:23][CH2:24][CH2:25]2)[CH3:26])([CH3:5])([CH3:6])[CH3:27].[CH3:29][CH2:30][O:31][C:32](=[O:33])[CH3:34].[ClH:28]>>[ClH:28].[NH2:7][CH:8]([CH2:9][c:10]1[c:11]2[n:12]([c:13]3[cH:14][cH:15][c:16]([O:19][CH:20]4[CH2:21][CH2:22]4)[cH:17][c:18]13)[CH2:23][CH2:24][CH2:25]2)[CH3:26]. The reactants are CCOC(=O)C(=O)OCC, [Mg+]Cc1ccccc1, CCOCC, [Cl-], Cl. The product is CCOC(=O)C(=O)Cc1ccccc1. As a reaction SMILES: [C:1]([C:2]([O:4][CH2:3][CH3:5])=[O:6])(=[O:7])[O:8][CH2:9][CH3:10].[CH2:12]([c:13]1[cH:14][cH:15][cH:16][cH:17][cH:18]1)[Mg+:19].[CH3:21][CH2:22][O:23][CH2:24][CH3:25].[Cl-:11].[ClH:20]>>[C:1]([C:2](=[O:4])[CH2:12][c:13]1[cH:14][cH:15][cH:16][cH:17][cH:18]1)(=[O:7])[O:8][CH2:9][CH3:10]. Reactants: [Br-], CC(=O)[O-], CC(=O)[O-], C=CCCCCCCCCCC, CCCC[N+](CCCC)(CCCC)CCCC, O=Cc1cc(Br)cc(C=O)c1O, [Cl-], [Li+], [Na+], O=C([O-])O, [Pd+2]. Yields the product CCCCCCCCCCC=Cc1cc(C=O)c(O)c(C=O)c1. As a reaction SMILES: [Br-:32].[C:50]([O-:51])(=[O:52])[CH3:53].[C:54]([O-:55])(=[O:56])[CH3:57].[CH2:13]=[CH:14][CH2:15][CH2:16][CH2:17][CH2:18][CH2:19][CH2:20][CH2:21][CH2:22][CH2:23][CH3:24].[CH3:33][CH2:34][CH2:35][CH2:36][N+:37]([CH2:38][CH2:39][CH2:40][CH3:41])([CH2:42][CH2:43][CH2:44][CH3:45])[CH2:46][CH2:47][CH2:48][CH3:49].[CH:1](=[O:2])[c:3]1[c:4]([OH:12])[c:5]([CH:10]=[O:11])[cH:6][c:7]([Br:9])[cH:8]1.[Cl-:30].[Li+:31].[Na+:29].[O-:25][C:26]([OH:27])=[O:28].[Pd+2:58]>>[CH:1](=[O:2])[c:3]1[c:4]([OH:12])[c:5]([CH:10]=[O:11])[cH:6][c:7]([CH:13]=[CH:14][CH2:15][CH2:16][CH2:17][CH2:18][CH2:19][CH2:20][CH2:21][CH2:22][CH2:23][CH3:24])[cH:8]1. Reactants: CCOC(=O)C=1NC2=CC=C(C=C2C1)C(=O)O (1H-indole-2,5-dicarboxylic acid 2-ethyl ester), F[B-](F)(F)F.N1(N=NC2=C1C=CC=C2)OC(=[N+](C)C)N(C)C (O-(benzotriazol-1-yl)-N,N,N′, N′-tetramethyluronium tetrafluoroborate), N1[C@@H](CCC1)CN1CCCC1 ((S)-(+)-1-(2-pyrrolidinylmethyl)pyrrolidine), C(C)(C)N(C(C)C)CC (N,N-diisopropylethylamine). Run in CN(C=O)C (N,N-dimethylformamide). The product is C(C)OC(=O)C=1NC2=CC=C(C=C2C1)C(=O)N1[C@@H](CCC1)CN1CCCC1 (5-((S)-2-Pyrrolidin-1-ylmethyl-pyrrolidine-1-carbonyl)-1H-indole-2-carboxylic acid ethyl ester). Isolated yield 90.0%. As a reaction SMILES: [CH3:1][CH2:2][O:3][C:4]([C:6]1[NH:7][C:8]2[C:13]([CH:14]=1)=[CH:12][C:11]([C:15]([OH:17])=O)=[CH:10][CH:9]=2)=[O:5].F[B-](F)(F)F.N1(OC(N(C)C)=[N+](C)C)C2C=CC=CC=2N=N1.[NH:40]1[CH2:44][CH2:43][CH2:42][C@H:41]1[CH2:45][N:46]1[CH2:50][CH2:49][CH2:48][CH2:47]1.C(N(CC)C(C)C)(C)C>CN(C)C=O>[CH2:2]([O:3][C:4]([C:6]1[NH:7][C:8]2[C:13]([CH:14]=1)=[CH:12][C:11]([C:15]([N:40]1[CH2:44][CH2:43][CH2:42][C@H:41]1[CH2:45][N:46]1[CH2:50][CH2:49][CH2:48][CH2:47]1)=[O:17])=[CH:10][CH:9]=2)=[O:5])[CH3:1] |f:1.2|. Procedure: The title compound was synthesized in analogy to example 1, intermediate a), from 1H-indole-2,5-dicarboxylic acid 2-ethyl ester, O-(benzotriazol-1-yl)-N,N,N′, N′-tetramethyluronium tetrafluoroborate (commercially available), (S)-(+)-1-(2-pyrrolidinylmethyl)pyrrolidine (commercially available) and N,N-diisopropylethylamine in N,N-dimethylformamide, to give the desired product as a light yellow foam (90%).